Task: describe an organic reaction: reactants, conditions, products, and yield. Dataset: the Open Reaction Database (ORD), a public repository of structured organic reaction records Reactants: CC(=O)[O-], CC(=O)[O-], CC(=O)OC(C)=O, CO, CCN(C(C)C)C(C)C, O=C[O-], [Cl-], ClCCl, Cc1ccc(S(=O)(=O)n2cc(I)c3c(C=O)c(Cl)cnc32)cc1, [Li+], [Li+], CN(C)C=O, O, [Pd+2]. Product: Cc1ccc(S(=O)(=O)n2cc(C(=O)O)c3c(C=O)c(Cl)cnc32)cc1. As a reaction SMILES: [C:52]([O-:53])(=[O:54])[CH3:55].[C:57]([O-:58])(=[O:59])[CH3:60].[CH3:31][C:32]([O:33][C:34](=[O:35])[CH3:36])=[O:37].[CH3:47][OH:48].[CH:38]([N:39]([CH2:40][CH3:41])[CH:42]([CH3:43])[CH3:44])([CH3:45])[CH3:46].[CH:4](=[O:5])[O-:6].[Cl-:2].[Cl:49][CH2:50][Cl:51].[Cl:8][c:9]1[c:10]([CH:29]=[O:30])[c:11]2[c:12]([n:13][cH:14]1)[n:15]([S:19](=[O:20])(=[O:21])[c:22]1[cH:23][cH:24][c:25]([CH3:26])[cH:27][cH:28]1)[cH:16][c:17]2[I:18].[Li+:1].[Li+:7].[O:61]=[CH:62][N:63]([CH3:64])[CH3:65].[OH2:3].[Pd+2:56]>>[C:4](=[O:5])([OH:6])[c:17]1[c:11]2[c:10]([CH:29]=[O:30])[c:9]([Cl:8])[cH:14][n:13][c:12]2[n:15]([S:19](=[O:20])(=[O:21])[c:22]2[cH:23][cH:24][c:25]([CH3:26])[cH:27][cH:28]2)[cH:16]1.